This data is from the Open Reaction Database (ORD), a public repository of structured organic reaction records. The task is: describe an organic reaction: reactants, conditions, products, and yield The reactants are Cl (hydrochloric acid), BrC1=C(C=CC=C1)N1C(N(C2=NC(=NC=C2C1)S(=O)(=O)C)C1=CC(=CC=C1)CN1C(C=2C(C1=O)=CC=CC2)=O)=O (3-(2-bromophenyl)-3,4-dihydro-7-(methanesulfonyl)-1-[3-(phthalimidomethyl)phenyl]pyrimido[4,5-d]pyrimidin-2(1H)-one), NC1=CC=CC=C1 (aniline). Solvent: C(C)(=O)OCC (ethyl acetate). Reaction conditions: temperature 180 celsius. Yields the product N(C1=CC=CC=C1)C1=NC=C2C(=N1)N(C(N(C2)C2=C(C=CC=C2)Br)=O)C2=CC(=CC=C2)CN2C(C=1C(C2=O)=CC=CC1)=O (7-anilino-3-(2-bromophenyl)-3,4-dihydro-1-[3-(phthalimidomethyl)phenyl]pyrimido[4,5-d]pyrimidin-2(1H)-one). The yield is 83.0%. RXN SMILES: [Br:1][C:2]1[CH:7]=[CH:6][CH:5]=[CH:4][C:3]=1[N:8]1[CH2:17][C:16]2[C:11](=[N:12][C:13](S(C)(=O)=O)=[N:14][CH:15]=2)[N:10]([C:22]2[CH:27]=[CH:26][CH:25]=[C:24]([CH2:28][N:29]3[C:33](=[O:34])[C:32]4=[CH:35][CH:36]=[CH:37][CH:38]=[C:31]4[C:30]3=[O:39])[CH:23]=2)[C:9]1=[O:40].[NH2:41][C:42]1[CH:47]=[CH:46][CH:45]=[CH:44][CH:43]=1.Cl>C(OCC)(=O)C>[NH:41]([C:13]1[N:12]=[C:11]2[N:10]([C:22]3[CH:27]=[CH:26][CH:25]=[C:24]([CH2:28][N:29]4[C:33](=[O:34])[C:32]5=[CH:35][CH:36]=[CH:37][CH:38]=[C:31]5[C:30]4=[O:39])[CH:23]=3)[C:9](=[O:40])[N:8]([C:3]3[CH:4]=[CH:5][CH:6]=[CH:7][C:2]=3[Br:1])[CH2:17][C:16]2=[CH:15][N:14]=1)[C:42]1[CH:47]=[CH:46][CH:45]=[CH:44][CH:43]=1. Procedure details: 270 mg (0.44 mmol) of 3-(2-bromophenyl)-3,4-dihydro-7-(methanesulfonyl)-1-[3-(phthalimidomethyl)phenyl]pyrimido[4,5-d]pyrimidin-2(1H)-one was treated with 3 ml of aniline and the mixture heated to 180° C. for 20 minutes and cooled. 20 ml of ethyl acetate and 20 ml of 2M aqueous hydrochloric acid were added. The organic phase was dried over magnesium sulfate, filtered and evaporated to afford 230 mg (83%) of 7-anilino-3-(2-bromophenyl)-3,4-dihydro-1-[3-(phthalimidomethyl)phenyl]pyrimido[4,5-d]pyr... Reactants: Cc1ccccc1, CCN(C(C)C)C(C)C, ClCCCl, O=C(O)c1ccc([N+](=O)[O-])c(F)c1, Nc1nccs1, C1CCOC1, O=S(Cl)Cl. The product is O=C(Nc1nccs1)c1ccc([N+](=O)[O-])c(F)c1. Reaction SMILES: [CH3:33][c:34]1[cH:35][cH:36][cH:37][cH:38][cH:39]1.[CH:24]([N:25]([CH2:26][CH3:27])[CH:28]([CH3:29])[CH3:30])([CH3:31])[CH3:32].[Cl:45][CH2:46][CH2:47][Cl:48].[N+:1](=[O:2])([O-:3])[c:4]1[c:5]([F:13])[cH:6][c:7]([C:8](=[O:9])[OH:10])[cH:11][cH:12]1.[NH2:18][c:19]1[s:20][cH:21][cH:22][n:23]1.[O:40]1[CH2:41][CH2:42][CH2:43][CH2:44]1.[S:14]([Cl:15])([Cl:16])=[O:17]>>[N+:1](=[O:2])([O-:3])[c:4]1[c:5]([F:13])[cH:6][c:7]([C:8](=[O:10])[NH:18][c:19]2[s:20][cH:21][cH:22][n:23]2)[cH:11][cH:12]1. RXN SMILES: [Cl:22][c:23]1[c:24]([N:30]=[C:31]=[O:32])[cH:25][cH:26][c:27]([Cl:29])[cH:28]1.[OH:1][CH2:2][CH2:3][c:4]1[cH:5][c:6]([CH2:7][CH:8]([C:9](=[O:10])[O:11][CH3:12])[C:13](=[O:14])[O:15][CH3:16])[cH:17][cH:18][c:19]1[O:20][CH3:21]>>[O:1]([CH2:2][CH2:3][c:4]1[cH:5][c:6]([CH2:7][CH:8]([C:9](=[O:10])[O:11][CH3:12])[C:13](=[O:14])[O:15][CH3:16])[cH:17][cH:18][c:19]1[O:20][CH3:21])[C:31]([NH:30][c:24]1[c:23]([Cl:22])[cH:28][c:27]([Cl:29])[cH:26][cH:25]1)=[O:32]. Reactants: O=C=Nc1ccc(Cl)cc1Cl, COC(=O)C(Cc1ccc(OC)c(CCO)c1)C(=O)OC. The product is COC(=O)C(Cc1ccc(OC)c(CCOC(=O)Nc2ccc(Cl)cc2Cl)c1)C(=O)OC. Reactants: OCCc1ccc(Br)cc1, Nc1cc2c(cc1[N+](=O)[O-])OCCO2. Product: O=[N+]([O-])c1cc2c(cc1Nc1ccc(CCO)cc1)OCCO2. RXN SMILES: [Br:15][c:16]1[cH:17][cH:18][c:19]([CH2:22][CH2:23][OH:24])[cH:20][cH:21]1.[N+:1](=[O:2])([O-:3])[c:4]1[c:5]([NH2:14])[cH:6][c:7]2[c:8]([cH:13]1)[O:9][CH2:10][CH2:11][O:12]2>>[N+:1](=[O:2])([O-:3])[c:4]1[c:5]([NH:14][c:16]2[cH:17][cH:18][c:19]([CH2:22][CH2:23][OH:24])[cH:20][cH:21]2)[cH:6][c:7]2[c:8]([cH:13]1)[O:9][CH2:10][CH2:11][O:12]2. Reactants: CC(C)(C)n1cnc2c1-c1ccccc1-n1nnnc1-2, Cl, [Na+], [OH-], O. Product: c1ccc2c(c1)-c1[nH]cnc1-c1nnnn1-2. Reaction SMILES: [CH3:1][C:2]([CH3:3])([CH3:4])[n:5]1[cH:6][n:7][c:8]2[c:17]1-[c:16]1[c:11]([cH:12][cH:13][cH:14][cH:15]1)-[n:10]1[c:9]-2[n:20][n:19][n:18]1.[ClH:21].[Na+:23].[OH-:22].[OH2:24]>>[nH:5]1[cH:6][n:7][c:8]2[c:17]1-[c:16]1[c:11]([cH:12][cH:13][cH:14][cH:15]1)-[n:10]1[c:9]-2[n:20][n:19][n:18]1.